From a dataset of the Open Reaction Database (ORD), a public repository of structured organic reaction records. describe an organic reaction: reactants, conditions, products, and yield As a reaction SMILES: [Br:20][CH2:21][c:22]1[cH:23][cH:24][cH:25][cH:26][cH:27]1.[C:28]([O:29][CH2:30][CH3:31])(=[O:32])[CH3:33].[CH2:34]1[CH2:35][CH2:36][CH2:37][CH2:38][CH2:39]1.[CH3:10][CH2:11][O:12][B:13]([O:14][CH2:15][CH3:16])[O:17][CH2:18][CH3:19].[OH:1][c:2]1[cH:3][cH:4][cH:5][c:6]([OH:7])[c:8]1[OH:9]>>[O:1]([c:2]1[cH:3][cH:4][cH:5][c:6]([OH:7])[c:8]1[OH:9])[CH2:21][c:22]1[cH:23][cH:24][cH:25][cH:26][cH:27]1. Product: Oc1cccc(OCc2ccccc2)c1O. Reactants: BrCc1ccccc1, CCOC(C)=O, C1CCCCC1, CCOB(OCC)OCC, Oc1cccc(O)c1O. Reactants: CO\N=C(/COC1=CC=C(C=C1)CO)\C1=CC=CC=C1 ((1Z)-2-[4-(hydroxymethyl)phenoxy]-1-phenylethanone O-methyloxime), OC1=CC(=C(C=C1)CCC(=O)OC)OC (methyl 3-(4-hydroxy-2-methoxyphenyl)propanoate). The product is COC1=C(C=CC(=C1)OCC1=CC=C(C=C1)OC\C(\C1=CC=CC=C1)=N/OC)CCC(=O)O (3-{2-Methoxy-4-[(4-{[(2Z)-2-(methoxyimino)-2-phenylethyl]oxy}benzyl)oxy]phenyl}propanoic acid). Yield: 89.0%. As a reaction SMILES: [CH3:1][O:2]/[N:3]=[C:4](/[C:15]1[CH:20]=[CH:19][CH:18]=[CH:17][CH:16]=1)\[CH2:5][O:6][C:7]1[CH:12]=[CH:11][C:10]([CH2:13][OH:14])=[CH:9][CH:8]=1.O[C:22]1[CH:27]=[CH:26][C:25]([CH2:28][CH2:29][C:30]([O:32]C)=[O:31])=[C:24]([O:34][CH3:35])[CH:23]=1>>[CH3:35][O:34][C:24]1[CH:23]=[C:22]([O:14][CH2:13][C:10]2[CH:11]=[CH:12][C:7]([O:6][CH2:5]/[C:4](=[N:3]\[O:2][CH3:1])/[C:15]3[CH:20]=[CH:19][CH:18]=[CH:17][CH:16]=3)=[CH:8][CH:9]=2)[CH:27]=[CH:26][C:25]=1[CH2:28][CH2:29][C:30]([OH:32])=[O:31]. Reported procedure: Compound 37 was synthesized from (1Z)-2-[4-(hydroxymethyl)phenoxy]-1-phenylethanone O-methyloxime (0.4 g, 1.197 mmol) and methyl 3-(4-hydroxy-2-methoxyphenyl)propanoate (0.268 g, 1.197 mmol) by following the procedure described in scheme 13 (0.2 g, yield: 89%); Purity: 99.31%. Starting materials: CC(C)Oc1cccc(C23CC(=O)CC(C2)N(C)CC3C)c1, CCO, Cl, NO. The product is CC(C)Oc1cccc(C23CC(=NO)CC(C2)N(C)CC3C)c1. As a reaction SMILES: [CH3:1][CH:2]([CH3:3])[O:4][c:5]1[cH:6][c:7]([C:11]23[CH:12]([CH3:22])[CH2:13][N:14]([CH3:21])[CH:15]([CH2:16][C:17](=[O:19])[CH2:18]2)[CH2:20]3)[cH:8][cH:9][cH:10]1.[CH3:26][CH2:27][OH:28].[ClH:23].[NH2:24][OH:25]>>[CH3:1][CH:2]([CH3:3])[O:4][c:5]1[cH:6][c:7]([C:11]23[CH:12]([CH3:22])[CH2:13][N:14]([CH3:21])[CH:15]([CH2:16][C:17](=[N:24][OH:25])[CH2:18]2)[CH2:20]3)[cH:8][cH:9][cH:10]1. Starting materials: Cl.NC(=O)N (urea hydrochloride), C=1C=CC2=C(C1)C=CC=3C=CC=CC3N2 (iminostilbene). Run in C(C)(=O)O (acetic acid). Run at temperature 27.5 celsius. Product: C=1C=CC2=C(C1)C=CC=3C=CC=CC3N2C(=O)N (carbamazepine). As a reaction SMILES: Cl.[NH2:2][C:3]([NH2:5])=[O:4].[CH:6]1[CH:7]=[CH:8][C:9]2N[C:19]3[CH:18]=[CH:17][CH:16]=[CH:15][C:14]=3[CH:13]=[CH:12][C:10]=2[CH:11]=1>C(O)(=O)C>[CH:6]1[CH:7]=[CH:8][C:9]2[N:2]([C:3]([NH2:5])=[O:4])[C:15]3[CH:16]=[CH:17][CH:18]=[CH:19][C:14]=3[CH:13]=[CH:12][C:10]=2[CH:11]=1 |f:0.1|. Reported procedure: To a suspension of urea hydrochloride (100 g, 1.036 mols) in acetic acid (125 ml), iminostilbene (25 g, 0.129 mols) was added under stirring at 25-30° C. The resulting reaction mixture was worked up according to the method of Example 1 to produce carbamazepine, which was identical to the product of Example 1. The reactants are C1CCOC1, Cc1ncccc1-c1nc(C(F)(F)F)cn1-c1ccc(S(C)(=O)=O)cc1, CC(C)NC(C)C, C[Si](C)(C)CI, [Li]CCCC. The product is Cc1ncccc1-c1nc(C(F)(F)F)cn1-c1ccc(S(=O)(=O)CC[Si](C)(C)C)cc1. Reaction SMILES: [CH2:45]1[O:46][CH2:47][CH2:48][CH2:49]1.[CH3:13][c:14]1[n:15][cH:16][cH:17][cH:18][c:19]1-[c:20]1[n:21](-[c:29]2[cH:30][cH:31][c:32]([S:35](=[O:36])(=[O:37])[CH3:38])[cH:33][cH:34]2)[cH:22][c:23]([C:25]([F:26])([F:27])[F:28])[n:24]1.[CH:1]([NH:2][CH:3]([CH3:4])[CH3:5])([CH3:6])[CH3:7].[I:39][CH2:40][Si:41]([CH3:42])([CH3:43])[CH3:44].[Li:8][CH2:9][CH2:10][CH2:11][CH3:12]>>[CH3:13][c:14]1[n:15][cH:16][cH:17][cH:18][c:19]1-[c:20]1[n:21](-[c:29]2[cH:30][cH:31][c:32]([S:35](=[O:36])(=[O:37])[CH2:38][CH2:40][Si:41]([CH3:42])([CH3:43])[CH3:44])[cH:33][cH:34]2)[cH:22][c:23]([C:25]([F:26])([F:27])[F:28])[n:24]1.